From a dataset of the Open Reaction Database (ORD), a public repository of structured organic reaction records. describe an organic reaction: reactants, conditions, products, and yield Reactants: ClC1=C(C#N)C=C(C(=C1)Cl)F (2,4-dichloro-5-fluorobenzonitrile), [F-].[K+] (KF), ice water. The solvent is CS(=O)C (dimethylsulfoxide). Product: ClC1=C(C#N)C=C(C(=C1)F)F (2-chloro-4,5-difluorobenzonitrile). Isolated yield 68.6%. Reaction SMILES: [Cl:1][C:2]1[CH:9]=[C:8](Cl)[C:7]([F:11])=[CH:6][C:3]=1[C:4]#[N:5].[F-:12].[K+]>CS(C)=O>[Cl:1][C:2]1[CH:9]=[C:8]([F:12])[C:7]([F:11])=[CH:6][C:3]=1[C:4]#[N:5] |f:1.2|. Procedure: A mixture comprising 5.70 g (0.03 mol) of 2,4-dichloro-5-fluorobenzonitrile, 3.48 g (0.06 mol) of spray dried KF and 30 ml of dimethylsulfoxide, was reacted at a temperature of from 140° to 150° C. for 3.5 hours in a glass reactor. After completion of the reaction, the mixture was poured into ice water (50 ml) and extracted with chloroform. The chloroform extract was washed five times with water and then dried. Then chloroform was distilled off. The residue was distilled under reduced pressure t... Starting materials: CC(C)C(C#N)(CCCN(C)CCc1ccccc1)c1ccccc1, C=COC(=O)Cl, ClCCl. Product: CC(C)C(C#N)(CCCNCCc1ccccc1)c1ccccc1. As a reaction SMILES: [CH:1]([CH3:2])([CH3:3])[C:4]([C:5]#[N:6])([CH2:7][CH2:8][CH2:9][N:10]([CH2:11][CH2:12][c:13]1[cH:14][cH:15][cH:16][cH:17][cH:18]1)[CH3:19])[c:20]1[cH:21][cH:22][cH:23][cH:24][cH:25]1.[Cl:26][C:27]([O:28][CH:29]=[CH2:30])=[O:31].[Cl:32][CH2:33][Cl:34]>>[CH:1]([CH3:2])([CH3:3])[C:4]([C:5]#[N:6])([CH2:7][CH2:8][CH2:9][NH:10][CH2:11][CH2:12][c:13]1[cH:14][cH:15][cH:16][cH:17][cH:18]1)[c:20]1[cH:21][cH:22][cH:23][cH:24][cH:25]1.